Dataset: the Open Reaction Database (ORD), a public repository of structured organic reaction records. Task: describe an organic reaction: reactants, conditions, products, and yield Starting materials: CC(=O)O[BH-](OC(C)=O)OC(C)=O, COC(=O)CC(C)(C)CC=O, CC(=O)O, CC(Cl)Cl, ClCCl, Cn1nnc(N(Cc2cc(C(F)(F)F)cc(C(F)(F)F)c2)C2CCCNc3cc4c(cc32)COC4)n1, [Na+]. Yields the product COC(=O)CC(C)(C)CCN1CCCC(N(Cc2cc(C(F)(F)F)cc(C(F)(F)F)c2)c2nnn(C)n2)c2cc3c(cc21)COC3. Reaction SMILES: [C:52]([O:53][BH-:54]([O:55][C:56](=[O:57])[CH3:58])[O:59][C:60](=[O:61])[CH3:62])(=[O:63])[CH3:64].[CH3:37][O:38][C:39]([CH2:40][C:41]([CH2:42][CH:43]=[O:44])([CH3:45])[CH3:46])=[O:47].[CH3:48][C:49](=[O:50])[OH:51].[Cl:66][CH:67]([Cl:68])[CH3:69].[Cl:70][CH2:71][Cl:72].[F:1][C:2]([c:3]1[cH:4][c:5]([CH2:6][N:7]([c:8]2[n:9][n:10][n:11]([CH3:13])[n:12]2)[CH:14]2[CH2:15][CH2:16][CH2:17][NH:18][c:19]3[c:20]2[cH:21][c:22]2[c:26]([cH:27]3)[CH2:25][O:24][CH2:23]2)[cH:28][c:29]([C:31]([F:32])([F:33])[F:34])[cH:30]1)([F:35])[F:36].[Na+:65]>>[F:1][C:2]([c:3]1[cH:4][c:5]([CH2:6][N:7]([c:8]2[n:9][n:10][n:11]([CH3:13])[n:12]2)[CH:14]2[CH2:15][CH2:16][CH2:17][N:18]([CH2:43][CH2:42][C:41]([CH2:40][C:39]([O:38][CH3:37])=[O:47])([CH3:45])[CH3:46])[c:19]3[c:20]2[cH:21][c:22]2[c:26]([cH:27]3)[CH2:25][O:24][CH2:23]2)[cH:28][c:29]([C:31]([F:32])([F:33])[F:34])[cH:30]1)([F:35])[F:36].